The task is: describe an organic reaction: reactants, conditions, products, and yield. This data is from the Open Reaction Database (ORD), a public repository of structured organic reaction records. Starting materials: COc1c(C)c2c(c(OCC[Si](C)(C)C)c1CC=C(C)CBr)C(=O)OC2, C1CCOC1, COC(=O)CP(=O)(OCC(F)(F)F)OCC(F)(F)F, C[Si](C)(C)[N-][Si](C)(C)C, CCOC(C)=O, [Cl-], [NH4+], [Na+]. Product: COC(=O)C(CC(C)=CCc1c(OC)c(C)c2c(c1OCC[Si](C)(C)C)C(=O)OC2)P(=O)(OCC(F)(F)F)OCC(F)(F)F. As a reaction SMILES: [Br:30][CH2:31][C:32](=[CH:33][CH2:34][c:35]1[c:36]([O:53][CH3:54])[c:37]([CH3:52])[c:38]2[c:42]([c:43]1[O:44][CH2:45][CH2:46][Si:47]([CH3:48])([CH3:49])[CH3:50])[C:41](=[O:51])[O:40][CH2:39]2)[CH3:55].[CH2:58]1[O:59][CH2:60][CH2:61][CH2:62]1.[CH3:1][O:2][C:3]([CH2:4][P:5](=[O:6])([O:7][CH2:8][C:9]([F:10])([F:11])[F:12])[O:13][CH2:14][C:15]([F:16])([F:17])[F:18])=[O:19].[CH3:21][Si:22]([N-:23][Si:24]([CH3:25])([CH3:26])[CH3:27])([CH3:28])[CH3:29].[CH3:63][CH2:64][O:65][C:66]([CH3:67])=[O:68].[Cl-:56].[NH4+:57].[Na+:20]>>[CH3:1][O:2][C:3]([CH:4]([P:5](=[O:6])([O:7][CH2:8][C:9]([F:10])([F:11])[F:12])[O:13][CH2:14][C:15]([F:16])([F:17])[F:18])[CH2:31][C:32](=[CH:33][CH2:34][c:35]1[c:36]([O:53][CH3:54])[c:37]([CH3:52])[c:38]2[c:42]([c:43]1[O:44][CH2:45][CH2:46][Si:47]([CH3:48])([CH3:49])[CH3:50])[C:41](=[O:51])[O:40][CH2:39]2)[CH3:55])=[O:19]. The reactants are CC(=O)SCC(Cc1ccccc1)C(=O)O, CO, Cl, [Na+], [OH-]. Yields the product O=C(O)C(CS)Cc1ccccc1. RXN SMILES: [C:1](=[O:2])([CH3:3])[S:4][CH2:5][CH:6]([C:7](=[O:8])[OH:9])[CH2:10][c:11]1[cH:12][cH:13][cH:14][cH:15][cH:16]1.[CH3:20][OH:21].[ClH:19].[Na+:18].[OH-:17]>>[SH:4][CH2:5][CH:6]([C:7](=[O:8])[OH:9])[CH2:10][c:11]1[cH:12][cH:13][cH:14][cH:15][cH:16]1.